The task is: describe an organic reaction: reactants, conditions, products, and yield. This data is from the Open Reaction Database (ORD), a public repository of structured organic reaction records. Reactants: CC1=C(C(=O)OC)C=C(C(=C1)C1=CC=C(C=C1)C)S(=O)(=O)C (methyl 2-methyl-4-(4-methylphenyl) -5-methylsulphonylbenzoate), NC(=N)N (guanidine). Solvent: CO (methanol). The product is NC(=NC(C1=C(C=C(C(=C1)S(=O)(=O)C)C1=CC=C(C=C1)C)C)=O)N (N-diaminomethylene-2-methyl-4-(4-methylphenyl)-5-methylsulphonylbenzamide). As a reaction SMILES: [CH3:1][C:2]1[CH:11]=[C:10]([C:12]2[CH:17]=[CH:16][C:15]([CH3:18])=[CH:14][CH:13]=2)[C:9]([S:19]([CH3:22])(=[O:21])=[O:20])=[CH:8][C:3]=1[C:4](OC)=[O:5].[NH2:23][C:24]([NH2:26])=[NH:25]>CO>[NH2:25][C:24]([NH2:26])=[N:23][C:4](=[O:5])[C:3]1[CH:8]=[C:9]([S:19]([CH3:22])(=[O:21])=[O:20])[C:10]([C:12]2[CH:17]=[CH:16][C:15]([CH3:18])=[CH:14][CH:13]=2)=[CH:11][C:2]=1[CH3:1]. Reported procedure: A solution of 1.8 g of methyl 2-methyl-4-(4-methylphenyl) -5-methylsulphonylbenzoate [obtainable by reacting methyl 3-methylsulphonyl-4-bromo-6-methylbenzoate with tolylboronic acid] and 1.5 g of guanidine in 50 ml of methanol is boiled for five hours and the solvent is then removed. The residue is treated with water and the crop of crystals which remains is filtered off with suction and treated with dilute sodium hydroxide solution. The solid residue is filtered off and recrystallized from etha... Reactants: C1(CC1)C=1C(=CC(=NC1)C(=O)NC(C(=O)O)(C)C1=NOC(=N1)C)OCC(F)(F)F (2-[[5-cyclopropyl-4-(2,2,2-trifluoroethoxy)pyridine-2-carbonyl]amino]-2-(5-methyl-1,2,4-oxadiazol-3-yl)propanoic acid), Cl.CNC (dimethylamine hydrochloride). The product is C1(CC1)C=1C(=CC(=NC1)C(=O)NC(C(=O)N(C)C)(C)C1=NOC(=N1)C)OCC(F)(F)F (5-cyclopropyl-N-[1-(dimethylamino)-2-(5-methyl-1,2,4-oxadiazol-3-yl)-1-oxopropan-2-yl]-4-(2,2,2-trifluoroethoxy)pyridine-2-carboxamide). As a reaction SMILES: [CH:1]1([C:4]2[C:5]([O:24][CH2:25][C:26]([F:29])([F:28])[F:27])=[CH:6][C:7]([C:10]([NH:12][C:13]([C:18]3[N:22]=[C:21]([CH3:23])[O:20][N:19]=3)([CH3:17])[C:14]([OH:16])=O)=[O:11])=[N:8][CH:9]=2)[CH2:3][CH2:2]1.Cl.[CH3:31][NH:32][CH3:33]>>[CH:1]1([C:4]2[C:5]([O:24][CH2:25][C:26]([F:27])([F:29])[F:28])=[CH:6][C:7]([C:10]([NH:12][C:13]([C:18]3[N:22]=[C:21]([CH3:23])[O:20][N:19]=3)([CH3:17])[C:14]([N:32]([CH3:33])[CH3:31])=[O:16])=[O:11])=[N:8][CH:9]=2)[CH2:2][CH2:3]1 |f:1.2|. Procedure details: The title compound was synthesized in analogy to Example 112e, using 2-[[5-cyclopropyl-4-(2,2,2-trifluoroethoxy)pyridine-2-carbonyl]amino]-2-(5-methyl-1,2,4-oxadiazol-3-yl)propanoic acid (example 147c) and dimethylamine hydrochloride as starting materials and isolated (23 mg, 51%); MS (ESI, m/z): 442.5 (M+H+). The reactants are CC(F)(F)c1ccc(Cn2cc(N)cn2)o1, Cc1cccc(-c2ocnc2C(=O)O)c1. The product is Cc1cccc(-c2ocnc2C(=O)Nc2cnn(Cc3ccc(C(C)(F)F)o3)c2)c1. Reaction SMILES: [F:1][C:2]([CH3:3])([F:4])[c:5]1[cH:6][cH:7][c:8]([CH2:10][n:11]2[n:12][cH:13][c:14]([NH2:16])[cH:15]2)[o:9]1.[c:17]1([CH3:31])[cH:18][c:19](-[c:23]2[c:24]([C:28](=[O:29])[OH:30])[n:25][cH:26][o:27]2)[cH:20][cH:21][cH:22]1>>[F:1][C:2]([CH3:3])([F:4])[c:5]1[cH:6][cH:7][c:8]([CH2:10][n:11]2[n:12][cH:13][c:14]([NH:16][C:28]([c:24]3[c:23](-[c:19]4[cH:18][c:17]([CH3:31])[cH:22][cH:21][cH:20]4)[o:27][cH:26][n:25]3)=[O:29])[cH:15]2)[o:9]1. The reactants are C1(CC1)NC(=O)C=1C=CC(=C(C1)C=1C=C2C=NN(C2=CC1)C1CCN(CC1)C(=O)OC(C)(C)C)C (1,1-dimethylethyl 4-(5-{5-[(cyclopropylamino)carbonyl]-2-methylphenyl}-1H-indazol-1-yl)-1-piperidinecarboxylate), Cl (hydrogen chloride), CO (methanol). The solvent is O1CCOCC1 (dioxan). Reaction conditions: time 18 hour. The product is Cl.C1(CC1)NC(C1=CC(=C(C=C1)C)C=1C=C2C=NN(C2=CC1)C1CCNCC1)=O (N-Cyclopropyl-4-methyl-3-[1-(4-piperidinyl)-1H-indazol-5-yl]benzamide hydrochloride). As a reaction SMILES: [CH:1]1([NH:4][C:5]([C:7]2[CH:8]=[CH:9][C:10]([CH3:35])=[C:11]([C:13]3[CH:14]=[C:15]4[C:19](=[CH:20][CH:21]=3)[N:18]([CH:22]3[CH2:27][CH2:26][N:25](C(OC(C)(C)C)=O)[CH2:24][CH2:23]3)[N:17]=[CH:16]4)[CH:12]=2)=[O:6])[CH2:3][CH2:2]1.[ClH:36].CO>O1CCOCC1>[ClH:36].[CH:1]1([NH:4][C:5](=[O:6])[C:7]2[CH:8]=[CH:9][C:10]([CH3:35])=[C:11]([C:13]3[CH:14]=[C:15]4[C:19](=[CH:20][CH:21]=3)[N:18]([CH:22]3[CH2:27][CH2:26][NH:25][CH2:24][CH2:23]3)[N:17]=[CH:16]4)[CH:12]=2)[CH2:3][CH2:2]1 |f:4.5|. Reported procedure: A suspension of 1,1-dimethylethyl 4-(5-{5-[(cyclopropylamino)carbonyl]-2-methylphenyl}-1H-indazol-1-yl)-1-piperidinecarboxylate Example 115) (0.01 g) in a solution of hydrogen chloride in dioxan (4M, 1 ml) was treated with methanol (0.25 ml) to give a solution which was stirred at room temp. for 18 h. The solvent was evaporated and the residue was dried under vacuum to give the title compound (0.009 g).